From a dataset of the Open Reaction Database (ORD), a public repository of structured organic reaction records. describe an organic reaction: reactants, conditions, products, and yield The reactants are C(C(=O)CC(=O)O)C(=O)O (acetonedicarboxylic acid), O.N (ammonia water), C(CCCC=O)=O (glutaraldehyde). The product is C12CC(CC(CCC1)N2)=O (9-azabicyclo[3.3.1]nonan-3-one). As a reaction SMILES: [CH2:1]([C:8](O)=O)[C:2]([CH2:4][C:5](O)=[O:6])=O.O.[NH3:12].[CH:13](=O)[CH2:14][CH2:15]CC=O>>[CH:2]12[NH:12][CH:14]([CH2:15][CH2:8][CH2:1]1)[CH2:13][C:5](=[O:6])[CH2:4]2 |f:1.2|. Procedure: In the first step of the present invention, to an aqueous solution of acetonedicarboxylic acid (3) as a basic material, ammonia water and an aqueous solution of glutaraldehyde (4) are sequentially added slowly under cooling with ice to form a bicyclo-form (5) by condensation reaction. By condensation by Mannich reaction and subsequent decarboxylation, formation of 9-azabicyclo[3.3.1]nonane ring occurs to form 9-azabicyclo[3.3.1]nonan-3-one (5), which can be obtained as a powder only by removing ...